From a dataset of the Open Reaction Database (ORD), a public repository of structured organic reaction records. describe an organic reaction: reactants, conditions, products, and yield The reactants are CC(=O)[O-], CC(=O)[O-], CC(c1ccc(O)cc1Cl)C(O)(c1ccc(=O)n(C)c1)C(F)(F)F, ClCCl, [Cu+2], COc1cc(B(O)O)ccc1F, c1ccncc1. Yields the product COc1cc(Oc2ccc(C(C)C(O)(c3ccc(=O)n(C)c3)C(F)(F)F)c(Cl)c2)ccc1F. RXN SMILES: [C:46]([O-:47])(=[O:48])[CH3:49].[C:51]([O-:52])(=[O:53])[CH3:54].[Cl:1][c:2]1[c:3]([CH:9]([C:10]([C:11]([F:12])([F:13])[F:14])([OH:15])[c:16]2[cH:17][cH:18][c:19](=[O:23])[n:20]([CH3:22])[cH:21]2)[CH3:24])[cH:4][cH:5][c:6]([OH:8])[cH:7]1.[Cl:43][CH2:44][Cl:45].[Cu+2:50].[F:25][c:26]1[c:27]([O:35][CH3:36])[cH:28][c:29]([B:32]([OH:33])[OH:34])[cH:30][cH:31]1.[cH:37]1[cH:38][cH:39][n:40][cH:41][cH:42]1>>[Cl:1][c:2]1[c:3]([CH:9]([C:10]([C:11]([F:12])([F:13])[F:14])([OH:15])[c:16]2[cH:17][cH:18][c:19](=[O:23])[n:20]([CH3:22])[cH:21]2)[CH3:24])[cH:4][cH:5][c:6]([O:8][c:29]2[cH:28][c:27]([O:35][CH3:36])[c:26]([F:25])[cH:31][cH:30]2)[cH:7]1. Starting materials: C(C)(=O)OCC.CCCCCC (ethyl acetate hexane), O1C(=CC=C1)C(CN1C=NC=C1)=[N+](C)[O-] (1-(2-Furanyl)-2-( 1H-imidazol-1-yl)-N-methylethanimine N-oxide), ClC1=CC=C(C=C)C=C1 (4-chlorostyrene), compound 6. Solvent: C1(=CC=CC=C1)C (toluene). Product: ClC1=CC=C(C=C1)C1CC(N(O1)C)(CN1C=NC=C1)C=1OC=CC1 (5-(4-Chlorophenyl)-3-(2-furanyl)-3-(1H-imidazol-1-ylmethyl)-2-methylisoxazolidine). Reaction SMILES: [O:1]1[CH:5]=[CH:4][CH:3]=[C:2]1[C:6](=[N+:13]([O-:15])[CH3:14])[CH2:7][N:8]1[CH:12]=[CH:11][N:10]=[CH:9]1.[Cl:16][C:17]1[CH:24]=[CH:23][C:20]([CH:21]=[CH2:22])=[CH:19][CH:18]=1.C(OCC)(=O)C.CCCCCC>C1(C)C=CC=CC=1>[Cl:16][C:17]1[CH:24]=[CH:23][C:20]([CH:21]2[O:15][N:13]([CH3:14])[C:6]([C:2]3[O:1][CH:5]=[CH:4][CH:3]=3)([CH2:7][N:8]3[CH:12]=[CH:11][N:10]=[CH:9]3)[CH2:22]2)=[CH:19][CH:18]=1 |f:2.3|. Reported procedure: A solution of 7.60 g (0.037 mol) of 1-(2-furanyl)-2-(1H-imidazol-1-yl)-N-methylethanimine N-oxide (4) and 7.70 g (0.056 mol) of 4-chlorostyrene in 400 ml of toluene is refluxed for 48 hours under a nitrogen atmosphere. Upon cooling to ambient temperature, the crude cis- and trans-diastereomeric mixture of compound 6 (R=C6H4Cl--4) is concentrated in vacuo and flash-chromatographed on neutral silica gel using a 98:2 by volume mixture of chloroform and methanol to give 1.30 g (10%) of isomer A, mel...